Dataset: the Open Reaction Database (ORD), a public repository of structured organic reaction records. Task: describe an organic reaction: reactants, conditions, products, and yield The reactants are C(C)(=O)NC1=C(C=CC(=C1)NC(C)=O)OCCCC (2,4-bis-acetylamino-1-n-butoxy-benzene), NC1=C(C=CC(=C1)N)OCCCC (2,4-diamino-1-n-butoxybenzene), C(CCC)OC1=CC=C(C=C1N)NC(C)=O (6-n-butoxy-3-acetylamino-aniline), 213, [N+](=O)([O-])C1=C(C=CC(=C1)[N+](=O)[O-])Cl (2,4-dinitrochlorobenzene), [OH-].[Na+] (sodium hydroxide). Solvent: C(CCC)O (n-butanol). Conditions: time 1 hour. Yields the product Cl.C(CCC)OC1=CC=C(C=C1N)NC(C)=O (6-n-butoxy-3-acetylamino-aniline hydrochloride). As a reaction SMILES: [N+](C1C=C([N+]([O-])=O)C=CC=1[Cl:13])([O-])=O.[OH-].[Na+].[CH2:16]([O:20][C:21]1[C:26]([NH2:27])=[CH:25][C:24]([NH:28][C:29](=[O:31])[CH3:30])=[CH:23][CH:22]=1)[CH2:17][CH2:18][CH3:19].C(NC1C=C(NC(=O)C)C=CC=1OCCCC)(=O)C.NC1C=C(N)C=CC=1OCCCC>C(O)CCC>[ClH:13].[CH2:16]([O:20][C:21]1[C:26]([NH2:27])=[CH:25][C:24]([NH:28][C:29](=[O:31])[CH3:30])=[CH:23][CH:22]=1)[CH2:17][CH2:18][CH3:19] |f:1.2,7.8|. Reported procedure: The dark butanolic solution, obtained according to European Pat. No. 0,011,048 by reaction of 213 parts of 2,4-dinitrochlorobenzene with 632 parts of n-butanol and 42 parts of sodium hydroxide, after hydrogenation and acetylation, of 6-n-butoxy-3-acetylamino-aniline which, according to HPLC analysis, contains, in addition to 195 parts of target product, 11.9 parts of 2,4-bis-acetylamino-1-n-butoxy-benzene and 8.1 parts of 2,4-diamino-1-n-butoxybenzene, in addition to unknown decomposition produc... RXN SMILES: [OH:1]OS([O-])=O.[K+].C(OC1C=CC=CC=1C(=O)NC1SC=C(S(C)=O)N=1)(=O)C.[C:28]([O:31][C:32]1[CH:37]=[CH:36][CH:35]=[CH:34][C:33]=1[C:38](=[O:47])[NH:39][C:40]1[S:41][C:42]([S:45][CH3:46])=[CH:43][N:44]=1)(=[O:30])[CH3:29]>>[C:28]([O:31][C:32]1[CH:37]=[CH:36][CH:35]=[CH:34][C:33]=1[C:38](=[O:47])[NH:39][C:40]1[S:41][C:42]([S:45]([CH3:46])=[O:1])=[CH:43][N:44]=1)(=[O:30])[CH3:29] |f:0.1|. The reactants are OOS(=O)[O-].[K+] (Oxone), C(C)(=O)OC1=C(C=CC=C1)C(NC=1SC=C(N1)S(=O)C)=O (2-{[4-(Methylsulfinyl)-1,3-thiazol-2-yl]carbamoyl}phenyl acetate), C(C)(=O)OC1=C(C=CC=C1)C(NC=1SC(=CN1)SC)=O (2-(5-(methylthio)thiazol-2-ylcarbamoyl)phenyl acetate). Product: C(C)(=O)OC1=C(C=CC=C1)C(NC=1SC(=CN1)S(=O)C)=O (2-(5-(methylsulfinyl)thiazol-2-ylcarbamoyl)phenyl acetate). Procedure details: Using the Oxone® procedure as described in section 1.5.1.7 for the synthesis of compound (1), 518 (1.1 g, 3.57 mmol), affords 11 as a white solid.